From a dataset of the Open Reaction Database (ORD), a public repository of structured organic reaction records. describe an organic reaction: reactants, conditions, products, and yield The product is CC(=O)Nc1nc(CCc2ccc(NC(=O)OC(C)(C)C)cc2)c(C=O)s1. As a reaction SMILES: [Al:32].[C:1]([CH3:2])(=[O:3])[NH:4][c:5]1[s:6][c:7]([C:26](=[O:27])[N:28]([O:29][CH3:30])[CH3:31])[c:8]([CH2:10][CH2:11][c:12]2[cH:13][cH:14][c:15]([NH:18][C:19]([O:20][C:21]([CH3:22])([CH3:23])[CH3:24])=[O:25])[cH:16][cH:17]2)[n:9]1.[C:35]([CH:36]([CH:37]([C:38]([O-:39])=[O:40])[OH:41])[OH:42])([O-:43])=[O:44].[CH2:45]1[O:46][CH2:47][CH2:48][CH2:49]1.[CH3:50][CH2:51][O:52][C:53]([CH3:54])=[O:55].[Li:33].[Na:34]>>[C:1]([CH3:2])(=[O:3])[NH:4][c:5]1[s:6][c:7]([CH:26]=[O:27])[c:8]([CH2:10][CH2:11][c:12]2[cH:13][cH:14][c:15]([NH:18][C:19]([O:20][C:21]([CH3:22])([CH3:23])[CH3:24])=[O:25])[cH:16][cH:17]2)[n:9]1. Starting materials: [Al], CON(C)C(=O)c1sc(NC(C)=O)nc1CCc1ccc(NC(=O)OC(C)(C)C)cc1, O=C([O-])C(O)C(O)C(=O)[O-], C1CCOC1, CCOC(C)=O, [Li], [Na]. Starting materials: CC(=O)O, C=Cc1ccc([SiH](C)C)cc1, CO[SiH](C)OC, Cc1ccccc1, CC(C)O. Yields the product CO[SiH](CCCc1ccc([SiH](C)C)cc1)OC. RXN SMILES: [CH3:14][C:15](=[O:16])[OH:17].[CH3:18][SiH:19]([c:20]1[cH:21][cH:22][c:23]([CH:24]=[CH2:25])[cH:26][cH:27]1)[CH3:28].[CH3:1][SiH:2]([O:3][CH3:4])[O:5][CH3:6].[CH3:7][c:8]1[cH:9][cH:10][cH:11][cH:12][cH:13]1.[CH:29]([OH:30])([CH3:31])[CH3:32]>>[CH2:1]([SiH:2]([O:3][CH3:4])[O:5][CH3:6])[CH2:25][CH2:24][c:23]1[cH:22][cH:21][c:20]([SiH:19]([CH3:18])[CH3:28])[cH:27][cH:26]1. The reactants are O=C(Oc1cc(CBr)ccc1F)c1ccccc1, CCOC(C)=O, [H-], [Na+], CN(C)C=O, O, N#Cc1ccc(Nn2cnnc2)cc1. As a reaction SMILES: [Br:17][CH2:18][c:19]1[cH:20][cH:21][c:22]([F:34])[c:23]([O:25][C:26]([c:27]2[cH:28][cH:29][cH:30][cH:31][cH:32]2)=[O:33])[cH:24]1.[CH3:35][CH2:36][O:37][C:38](=[O:39])[CH3:40].[H-:1].[Na+:2].[O:41]=[CH:42][N:43]([CH3:44])[CH3:45].[OH2:46].[n:3]1[n:4][cH:5][n:6]([NH:8][c:9]2[cH:10][cH:11][c:12]([C:13]#[N:14])[cH:15][cH:16]2)[cH:7]1>>[n:3]1[n:4][cH:5][n:6]([N:8]([c:9]2[cH:10][cH:11][c:12]([C:13]#[N:14])[cH:15][cH:16]2)[CH2:18][c:19]2[cH:20][cH:21][c:22]([F:34])[c:23]([O:25][C:26]([c:27]3[cH:28][cH:29][cH:30][cH:31][cH:32]3)=[O:33])[cH:24]2)[cH:7]1. Yields the product N#Cc1ccc(N(Cc2ccc(F)c(OC(=O)c3ccccc3)c2)n2cnnc2)cc1. Reactants: C(C)(=O)Cl (acetylchloride), NC1=NC=CC=N1 (2-amino-pyrimidine), C(C)(C)(C)[N+]#[C-] (tert.-butylisonitrile), C(C1=CC=CC=C1)=O (benzaldehyde). Run in Cl(=O)(=O)(=O)O (perchloric acid). The product is [Cl-].C(C)(=O)[N+]=1C(=C(N2C1N=CC=C2)NC(C)(C)C)C2=CC=CC=C2 (1-acetyl-3-tert-butylamino-2-phenyl-imidazo[1,2-a]-pyrimidin-1-ium chloride). As a reaction SMILES: [NH2:1][C:2]1[N:7]=[CH:6][CH:5]=[CH:4][N:3]=1.[C:8]([N+:12]#[C-:13])([CH3:11])([CH3:10])[CH3:9].[CH:14](=O)[C:15]1[CH:20]=[CH:19][CH:18]=[CH:17][CH:16]=1.[C:22]([Cl:25])(=[O:24])[CH3:23]>Cl(O)(=O)(=O)=O>[Cl-:25].[C:22]([N+:1]1[C:14]([C:15]2[CH:20]=[CH:19][CH:18]=[CH:17][CH:16]=2)=[C:13]([NH:12][C:8]([CH3:11])([CH3:10])[CH3:9])[N:3]2[CH:4]=[CH:5][CH:6]=[N:7][C:2]=12)(=[O:24])[CH3:23] |f:5.6|. Reported procedure: Example 3 was carried out in accordance with the general directions for synthesis in process step a) from 1.0 ml (0.1 mmol) 2-amino-pyrimidine (0.1 M, DCM), 0.575 ml (0.115 mmol) tert.-butylisonitrile solution (0.2 M, DCM), 0.500 ml (0.15 mmol) benzaldehyde solution (0.3 M, DCM) and 10 μl perchloric acid (w=20%) and in process step c) and d) by reacting the resultant reaction product with 0.4 mmol acetylchloride. The reactants are CC(c1ccc(Br)cc1)N1CCC(CC2(C)CO2)(C(C)C)OC1=O, C1CCOC1, OO. Yields the product CC(c1ccc(Br)cc1)N1CCC(CC(C)(C)O)(C(C)C)OC1=O. As a reaction SMILES: [Br:1][c:2]1[cH:3][cH:4][c:5]([CH:8]([CH3:9])[N:10]2[C:11](=[O:24])[O:12][C:13]([CH2:16][C:17]3([CH3:20])[O:18][CH2:19]3)([CH:21]([CH3:22])[CH3:23])[CH2:14][CH2:15]2)[cH:6][cH:7]1.[CH2:27]1[O:28][CH2:29][CH2:30][CH2:31]1.[OH:25][OH:26]>>[Br:1][c:2]1[cH:3][cH:4][c:5]([CH:8]([CH3:9])[N:10]2[C:11](=[O:24])[O:12][C:13]([CH2:16][C:17]([OH:18])([CH3:19])[CH3:20])([CH:21]([CH3:22])[CH3:23])[CH2:14][CH2:15]2)[cH:6][cH:7]1. Reactants: CC(=O)OC=1C=CC=CC1C(=O)O (Aspirin), glucose-3-aspirin, CC(=O)OC=1C=CC=CC1C(=O)O (aspirin), CC(=O)OC=1C=CC=CC1C(=O)O.O=C[C@H](O)[C@@H](O)[C@H](O)[C@H](O)CO (aspirin glucose). The solvent is O (water), O (water). Product: C(C)(=O)OC1=C(C(=O)[C@]([C@H](C=O)O)(O)[C@H](O)[C@H](O)CO)C=CC=C1 (3-(2′-Acetyloxybenzoyl)-D-glucose). As a reaction SMILES: [CH3:1][C:2]([O:4][C:5]1[CH:6]=[CH:7][CH:8]=[CH:9][C:10]=1[C:11]([OH:13])=O)=[O:3].CC(OC1C=CC=CC=1C(O)=O)=O.[O:27]=[CH:28][C@@H:29]([C@H:31]([C@@H:33]([C@@H:35]([CH2:37][OH:38])[OH:36])[OH:34])[OH:32])[OH:30]>O>[C:2]([O:4][C:5]1[CH:6]=[CH:7][CH:8]=[CH:9][C:10]=1[C:11]([C@@:31]([C@@H:33]([C@@H:35]([CH2:37][OH:38])[OH:36])[OH:34])([OH:32])[C@@H:29]([OH:30])[CH:28]=[O:27])=[O:13])(=[O:3])[CH3:1] |f:1.2|. Procedure details: Elemental analysis: C15H18O9, Calculated: C, 52.63; H, 5.30 Found: C, 52.51; H, 5.42. Mass: M+1, m/z 343.0999 (M+H calculated formula: C15H19O9. Solubility of glucose-3-aspirin in water: 2.32 g/100 mL, Aspirin solubility: 0.33 g/100 mL (1 g in 300 mL water at 25° C.) (Merck Index, pp. 134, vol. 11, 1989). Thus, the aspirin-glucose conjugate was 700 times more soluble than aspirin. Starting materials: CC1(CCC(C2=CC(=CC=C12)Br)=O)C (3,4-dihydro- 4,4-dimethyl-7- bromo-1(2H)-naphthalenone), CC1(CCC(C2=CC(=CC=C12)Br)=O)C (3,4-dihydro- 4,4-dimethyl-7- bromo-1(2H)-naphthalenone), C(=C)C1=CC=C(C(=O)OCC)C=C1 (ethyl 4-vinylbenzoate), CC1=C(C=CC=C1)P(C1=C(C=CC=C1)C)C1=C(C=CC=C1)C (tris(2-methylphenyl) phosphine). Reagents/catalysts: C(C)(=O)[O-].[Pd+2].C(C)(=O)[O-] (palladium(II)acetate). The solvent is C(C)N(CC)CC (triethylamine). Reaction conditions: temperature 95 celsius. Product: CC1(C=2C=CC(=CC2C(CC1)=O)/C=C/C1=CC=C(C(=O)OCC)C=C1)C (Ethyl (E)-4-[2-(5,6,7,8-tetrahydro-5,5-dimethyl-8-oxo-2-naphthalenyl)ethenyl]-benzoate). Reaction SMILES: [CH3:1][C:2]1([CH3:14])[C:11]2[C:6](=[CH:7][C:8](Br)=[CH:9][CH:10]=2)[C:5](=[O:13])[CH2:4][CH2:3]1.[CH:15]([C:17]1[CH:27]=[CH:26][C:20]([C:21]([O:23][CH2:24][CH3:25])=[O:22])=[CH:19][CH:18]=1)=[CH2:16].CC1C=CC=CC=1P(C1C=CC=CC=1C)C1C=CC=CC=1C>C(N(CC)CC)C.C([O-])(=O)C.[Pd+2].C([O-])(=O)C>[CH3:1][C:2]1([CH3:14])[CH2:3][CH2:4][C:5](=[O:13])[C:6]2[CH:7]=[C:8](/[CH:16]=[CH:15]/[C:17]3[CH:27]=[CH:26][C:20]([C:21]([O:23][CH2:24][CH3:25])=[O:22])=[CH:19][CH:18]=3)[CH:9]=[CH:10][C:11]1=2 |f:4.5.6|. Procedure: To a solution of 520.0 mg (2.00 mmol) of 3,4- dihydro-4,4-dimethyl-7-bromo-1(2H)-naphthalenone (Compound B) and 510.0 mg (2.90 mmol) of ethyl 4-vinylbenzoate in 4.0 ml of triethylamine (degassed by sparging with argon for 25 minutes), was added 124.0 mg (0.40 mmol) of tris(2-methylphenyl) phosphine, followed by 44.0 mg (0.20 mmol) of palladium(II)acetate. The resulting solution was heated to 95° C. for 2.5 hours, cooled to room temperature, and concentrated under reduced pressure. Purification b... The reactants are COC=1C=C(C=CC1)C#CC#C (1-(3-methoxyphenyl)-1,3-butadiyne), FC(C1=C(C=C(C=C1)C(F)(F)F)I)(F)F (2,5-bis(trifluoromethyl) iodobenzene), C1=CC=CC=C1 (benzene). Reagents/catalysts: [Pd](Cl)Cl.C1(=CC=CC=C1)P(C1=CC=CC=C1)C1=CC=CC=C1.C1(=CC=CC=C1)P(C1=CC=CC=C1)C1=CC=CC=C1 (bis(triphenylphosphine) palladium (II) chloride), [Cu]Cl (copper (I) chloride). The solvent is C(C)N(CC)CC (triethylamine). Reaction conditions: time 13 hour. Product: COC=1C=C(C=CC1)C#CC#CC1=C(C=CC(=C1)C(F)(F)F)C(F)(F)F (1-(3-methoxyphenyl)-4-[2,5-bis(trifluoromethyl)phenyl]-1,3-butadiyne). Isolated yield 29.6%. As a reaction SMILES: [CH3:1][O:2][C:3]1[CH:4]=[C:5]([C:9]#[C:10][C:11]#[CH:12])[CH:6]=[CH:7][CH:8]=1.[F:13][C:14]([F:27])([F:26])[C:15]1[CH:20]=[CH:19][C:18]([C:21]([F:24])([F:23])[F:22])=[CH:17][C:16]=1I.C1C=CC=CC=1>C(N(CC)CC)C.[Pd](Cl)Cl.C1(P(C2C=CC=CC=2)C2C=CC=CC=2)C=CC=CC=1.C1(P(C2C=CC=CC=2)C2C=CC=CC=2)C=CC=CC=1.[Cu]Cl>[CH3:1][O:2][C:3]1[CH:4]=[C:5]([C:9]#[C:10][C:11]#[C:12][C:16]2[CH:17]=[C:18]([C:21]([F:24])([F:23])[F:22])[CH:19]=[CH:20][C:15]=2[C:14]([F:13])([F:26])[F:27])[CH:6]=[CH:7][CH:8]=1 |f:4.5.6|. Procedure details: 430 mg of the thus-obtained 1-(3-methoxyphenyl)-1,3-butadiyne and 1200 mg of 2,5-bis(trifluoromethyl) iodobenzene were dissolved in 20 ml of triethylamine in an atmosphere of argon, and 21 mg of bis(triphenylphosphine) palladium (II) chloride and 6 mg of copper (I) chloride were rapidly added to the reaction mixture. After the solution had been stirring at room temperature for 13 hours, 30 ml of benzene were added thereto, and the precipitates produced were filtered off. After the solvent had be...